Dataset: the Open Reaction Database (ORD), a public repository of structured organic reaction records. Task: describe an organic reaction: reactants, conditions, products, and yield Starting materials: CCCc1cc(CCC=O)n(C(C)(C)C)n1, Cc1cccc(N2CCNCC2)c1C, CCN(C(C)C)C(C)C. As a reaction SMILES: [C:1]([CH3:2])([CH3:3])([CH3:4])[n:5]1[n:6][c:7]([CH2:14][CH2:15][CH3:16])[cH:8][c:9]1[CH2:10][CH2:11][CH:12]=[O:13].[CH3:17][c:18]1[c:19]([N:25]2[CH2:26][CH2:27][NH:28][CH2:29][CH2:30]2)[cH:20][cH:21][cH:22][c:23]1[CH3:24].[CH:31]([N:32]([CH2:33][CH3:34])[CH:35]([CH3:36])[CH3:37])([CH3:38])[CH3:39]>>[C:1]([CH3:2])([CH3:3])([CH3:4])[n:5]1[n:6][c:7]([CH2:14][CH2:15][CH3:16])[cH:8][c:9]1[CH2:10][CH2:11][CH2:12][N:28]1[CH2:27][CH2:26][N:25]([c:19]2[c:18]([CH3:17])[c:23]([CH3:24])[cH:22][cH:21][cH:20]2)[CH2:30][CH2:29]1. Yields the product CCCc1cc(CCCN2CCN(c3cccc(C)c3C)CC2)n(C(C)(C)C)n1. Starting materials: Cl.ClC=1C=C(C=CC1Cl)CC(=O)N1CC(CCC1CN1CCCC1)=O (1-[(3,4-Dichlorophenyl)acetyl]-6-(1-pyrrolidinylmethyl)-3-piperidinone hydrochloride), C1(=CC=C(C=C1)S(=O)(=O)O)C (p-toluenesulphonic acid), C(C)(O)O (ethanediol). Solvent: C1(=CC=CC=C1)C (toluene), ClCCl (dichloromethane). The product is Cl.ClC=1C=C(C=CC1Cl)CC(=O)N1CC2(OCCO2)CCC1CN1CCCC1 (7-[(3,4-Dichlorophenyl)acetyl]-8-(1-pyrrolidinylmethyl)-1,4-dioxa-7-azaspiro[4.5]decane hydrochloride). Yield: 135.3%. As a reaction SMILES: Cl.[Cl:2][C:3]1[CH:4]=[C:5]([CH2:10][C:11]([N:13]2[CH:18]([CH2:19][N:20]3[CH2:24][CH2:23][CH2:22][CH2:21]3)[CH2:17][CH2:16][C:15](=[O:25])[CH2:14]2)=[O:12])[CH:6]=[CH:7][C:8]=1[Cl:9].C1(C)C=CC(S(O)(=O)=O)=CC=1.[CH:37](O)([OH:39])[CH3:38]>C1(C)C=CC=CC=1.ClCCl>[ClH:2].[Cl:2][C:3]1[CH:4]=[C:5]([CH2:10][C:11]([N:13]2[CH:18]([CH2:19][N:20]3[CH2:21][CH2:22][CH2:23][CH2:24]3)[CH2:17][CH2:16][C:15]3([O:39][CH2:37][CH2:38][O:25]3)[CH2:14]2)=[O:12])[CH:6]=[CH:7][C:8]=1[Cl:9] |f:0.1,6.7|. Reported procedure: A mixture of the product of Example 25 (0.16 g) p-toluenesulphonic acid (0.14 g) and ethanediol (0.1 g) in dry toluene (10 ml) was heated under Dean and Starke conditions for 2 hours. The cooled reaction mixture was diluted with dichloromethane (50 ml) and the organic solution was washed with aqueous sodium carbonate solution (1M; 2×15 ml). The organic solution was dried and evaporated in vacuo. The residue was purified by flash chromatography eluting with dichloromethane/methanol/ammonia (200:8... Starting materials: O (Water), ClCC1=CC=C(C=C1)C1(CC1)NC(C)=O (N-[1-(4-Chloromethylphenyl)cyclopropyl]acetamide), Cl.CC1N(C(CNC1)C)C1=NC=CC=N1 (2-(2,6-dimethylpiperazin-1-yl)pyrimidine hydrochloride), C([O-])([O-])=O.[K+].[K+] (potassium carbonate). Solvent: CN(C=O)C (N,N-dimethylformamide). Conditions: temperature 80 celsius, time 8 hour. Yields the product CC1CN(CC(N1C1=NC=CC=N1)C)CC1=CC=C(C=C1)C1(CC1)NC(C)=O (N-(1-{4-[(3,5-dimethyl-4-pyrimidin-2-ylpiperazin-1-yl)methyl]phenyl}cyclopropyl)acetamide). The yield is 647.6%. RXN SMILES: Cl[CH2:2][C:3]1[CH:8]=[CH:7][C:6]([C:9]2([NH:12][C:13](=[O:15])[CH3:14])[CH2:11][CH2:10]2)=[CH:5][CH:4]=1.Cl.[CH3:17][CH:18]1[CH2:23][NH:22][CH2:21][CH:20]([CH3:24])[N:19]1[C:25]1[N:30]=[CH:29][CH:28]=[CH:27][N:26]=1.C(=O)([O-])[O-].[K+].[K+].O>CN(C)C=O>[CH3:24][CH:20]1[N:19]([C:25]2[N:26]=[CH:27][CH:28]=[CH:29][N:30]=2)[CH:18]([CH3:17])[CH2:23][N:22]([CH2:2][C:3]2[CH:8]=[CH:7][C:6]([C:9]3([NH:12][C:13](=[O:15])[CH3:14])[CH2:11][CH2:10]3)=[CH:5][CH:4]=2)[CH2:21]1 |f:1.2,3.4.5|. Reported procedure: N-[1-(4-Chloromethylphenyl)cyclopropyl]acetamide (22.3 mg) and 2-(2,6-dimethylpiperazin-1-yl)pyrimidine hydrochloride (265 mg) were dissolved in N,N-dimethylformamide (10 ml), potassium carbonate (415 mg) was added and the mixture was stirred at 80° C. for 8 hr. Water (20 mL) was added and the mixture was stirred, extracted with ethyl acetate, and dried over anhydrous sodium sulfate. The solvent was evaporated and the obtained residue was purified by column chromatography (Yamazen HI-FLASH™ COLU... Procedure details: The title compound was prepared from 5-(4-methylphenyl)isoxazole-4-carboxylic acid (10.2 mg, 0.050 mmol) and 3-(4-chlorophenyl)pyrrolidine oxalate (16.3 mg, 0.060 mmol) as described in synthetic method B and thereafter purified by preparative HPLC method B to give a solid (4.4 mg). Calcd for C21H19ClN2O2: 366.1135, found 366.1138. Product: ClC1=CC=C(C=C1)C1CN(CC1)C(=O)C=1C=NOC1C1=CC=C(C=C1)C (4-{[3-(4-Chlorophenyl)pyrrolidin-1-yl]carbonyl}-5-(4-methylphenyl)isoxazole), solid. The reactants are CC1=CC=C(C=C1)C1=C(C=NO1)C(=O)O (5-(4-methylphenyl)isoxazole-4-carboxylic acid), C(C(=O)O)(=O)O.ClC1=CC=C(C=C1)C1CNCC1 (3-(4-chlorophenyl)pyrrolidine oxalate). Reaction SMILES: [CH3:1][C:2]1[CH:7]=[CH:6][C:5]([C:8]2[O:12][N:11]=[CH:10][C:9]=2[C:13]([OH:15])=O)=[CH:4][CH:3]=1.C(O)(=O)C(O)=O.[Cl:22][C:23]1[CH:28]=[CH:27][C:26]([CH:29]2[CH2:33][CH2:32][NH:31][CH2:30]2)=[CH:25][CH:24]=1>>[Cl:22][C:23]1[CH:24]=[CH:25][C:26]([CH:29]2[CH2:33][CH2:32][N:31]([C:13]([C:9]3[CH:10]=[N:11][O:12][C:8]=3[C:5]3[CH:4]=[CH:3][C:2]([CH3:1])=[CH:7][CH:6]=3)=[O:15])[CH2:30]2)=[CH:27][CH:28]=1 |f:1.2|. The reactants are C(CCC)NC=1C=2N(C3=CC=CC=C3N1)N=CC2C(=O)OCC (4-(butylamino)pyrazolo[1,5-a]quinoxaline-3-carboxylic acid, ethyl ester), N (ammonia). The product is NC=1C=2N(C3=CC=CC=C3N1)N=CC2C(=O)OCC (4-aminopyrazolo-[1,5-a]quinoxaline-3-carboxylic acid, ethyl ester). Reaction SMILES: C([NH:5][C:6]1[C:7]2[N:8]([N:16]=[CH:17][C:18]=2[C:19]([O:21][CH2:22][CH3:23])=[O:20])[C:9]2[C:14]([N:15]=1)=[CH:13][CH:12]=[CH:11][CH:10]=2)CCC.N>>[NH2:5][C:6]1[C:7]2[N:8]([N:16]=[CH:17][C:18]=2[C:19]([O:21][CH2:22][CH3:23])=[O:20])[C:9]2[C:14]([N:15]=1)=[CH:13][CH:12]=[CH:11][CH:10]=2. Procedure: 2.76 g. of the chloro compound of Example 1 c is stirred for 10 hours with 25 ml. of saturated alcoholic ammonia solution at room temperature. The product, 4-aminopyrazolo-[1,5-a]quinoxaline-3-carboxylic acid, ethyl ester, is obtained as a white precipitate which is filtered under suction, treated with water and recrystallized from ethanoldimethylformamide; yield 1.76 g., m.p. 235°-237°. The reactants are CC1CC2C(=CC=NC=CC3=C(O2)C=CC=C3)CC1 (6,7,8,9-tetrahydro-7-methyl-5H-dibenz(b,i)(1,6)oxazecine), C(\C=C/C(=O)O)(=O)O (maleic acid). Solvent: C(C)O (ethanol), C(C)O (ethanol). The product is C(\C=C/C(=O)O)(=O)O.CC1CC2C(=CC=NC=CC3=C(O2)C=CC=C3)CC1 (6,7,8,9-tetrahydro-7-methyl-5H-dibenz(b,i)(1,6)oxazecine (Z)-2-butene dioate). Reaction SMILES: [CH3:1][CH:2]1[CH2:19][CH2:18][C:5]2=[CH:6][CH:7]=[N:8][CH:9]=[CH:10][C:11]3[CH:17]=[CH:16][CH:15]=[CH:14][C:12]=3[O:13][CH:4]2[CH2:3]1.[C:20]([OH:27])(=[O:26])/[CH:21]=[CH:22]\[C:23]([OH:25])=[O:24]>C(O)C>[C:20]([OH:27])(=[O:26])/[CH:21]=[CH:22]\[C:23]([OH:25])=[O:24].[CH3:1][CH:2]1[CH2:19][CH2:18][C:5]2=[CH:6][CH:7]=[N:8][CH:9]=[CH:10][C:11]3[CH:17]=[CH:16][CH:15]=[CH:14][C:12]=3[O:13][CH:4]2[CH2:3]1 |f:3.4|. Reported procedure: 1.05 g 6,7,8,9-tetrahydro-7-methyl-5H-dibenz(b,i)(1,6)oxazecine was dissolved in 6 ml ethanol. A solution of 0.6 g maleic acid in 3 ml ethanol was added to this solution. The crystals formed were removed and subsequently washed with ether. Starting materials: BrC1=C2C=CC=NC2=C(C(=N1)C(=O)OC)OS(=O)(=O)C1=CC=C(C)C=C1 (Methyl 5-bromo-8-(tosyloxy)-1,6-naphthyridine-7-carboxylate), CNS(=O)(=O)CCCCNC(OC(C)(C)C)=O (tert-butyl 4-(N-methylsulfamoyl)butylcarbamate). Yields the product C(C)(C)(C)OC(=O)NCCCCS(=O)(=O)N(C)C1=C2C=CC=NC2=C(C(=N1)C(=O)OC)OS(=O)(=O)C1=CC=C(C)C=C1 (Methyl 5-(4-(tert-butoxycarbonylamino)-N-methylbutylsulfonamido)-8-(tosyloxy)-1,6-naphthyridine-7-carboxylate), compound. As a reaction SMILES: Br[C:2]1[N:11]=[C:10]([C:12]([O:14][CH3:15])=[O:13])[C:9]([O:16][S:17]([C:20]2[CH:26]=[CH:25][C:23]([CH3:24])=[CH:22][CH:21]=2)(=[O:19])=[O:18])=[C:8]2[C:3]=1[CH:4]=[CH:5][CH:6]=[N:7]2.[CH3:27][NH:28][S:29]([CH2:32][CH2:33][CH2:34][CH2:35][NH:36][C:37](=[O:43])[O:38][C:39]([CH3:42])([CH3:41])[CH3:40])(=[O:31])=[O:30]>>[C:39]([O:38][C:37]([NH:36][CH2:35][CH2:34][CH2:33][CH2:32][S:29]([N:28]([C:2]1[N:11]=[C:10]([C:12]([O:14][CH3:15])=[O:13])[C:9]([O:16][S:17]([C:20]2[CH:26]=[CH:25][C:23]([CH3:24])=[CH:22][CH:21]=2)(=[O:19])=[O:18])=[C:8]2[C:3]=1[CH:4]=[CH:5][CH:6]=[N:7]2)[CH3:27])(=[O:31])=[O:30])=[O:43])([CH3:42])([CH3:41])[CH3:40]. Procedure details: The title compound was prepared in a similar fashion as described in Example 2.1, starting from methyl 5-bromo-8-(tosyloxy)-1,6-naphthyridine-7-carboxylate (Example 12; 10.3 mmol) and tert-butyl 4-(N-methylsulfamoyl)butylcarbamate (Example 8) to obtain the target compound (3.43 gr).